Dataset: the Open Reaction Database (ORD), a public repository of structured organic reaction records. Task: describe an organic reaction: reactants, conditions, products, and yield Reactants: Cl.Cl.C(C)(=O)N1C(CC(C2=CC(=CC=C12)N1C=NC(=C1)C)N)C (1-acetyl-2-methyl-6-(4-methyl-1H-imidazol-1-yl)-1,2,3,4-tetrahydro-4-quinolinamine di-hydrochloride), ClC1=CC=C(C=N1)C#N (6-chloro-3-pyridinecarbonitrile), intermediate 61, CCN(C(C)C)C(C)C (DIPEA). Run in CN1CCCC1=O (NMP). Yields the product C(C)(=O)N1C(CC(C2=CC(=CC=C12)N1C=NC(=C1)C)NC1=CC=C(C=N1)C#N)C (6-{[1-acetyl-2-methyl-6-(4-methyl-1H-imidazol-1-yl)-1,2,3,4-tetrahydro-4-quinolinyl]amino}-3-pyridinecarbonitrile). The yield is 11.0%. Reaction SMILES: Cl.Cl.[C:3]([N:6]1[C:15]2[C:10](=[CH:11][C:12]([N:16]3[CH:20]=[C:19]([CH3:21])[N:18]=[CH:17]3)=[CH:13][CH:14]=2)[CH:9]([NH2:22])[CH2:8][CH:7]1[CH3:23])(=[O:5])[CH3:4].CCN(C(C)C)C(C)C.Cl[C:34]1[N:39]=[CH:38][C:37]([C:40]#[N:41])=[CH:36][CH:35]=1>CN1C(=O)CCC1>[C:3]([N:6]1[C:15]2[C:10](=[CH:11][C:12]([N:16]3[CH:20]=[C:19]([CH3:21])[N:18]=[CH:17]3)=[CH:13][CH:14]=2)[CH:9]([NH:22][C:34]2[N:39]=[CH:38][C:37]([C:40]#[N:41])=[CH:36][CH:35]=2)[CH2:8][CH:7]1[CH3:23])(=[O:5])[CH3:4] |f:0.1.2|. Procedure: A solution of 1-acetyl-2-methyl-6-(4-methyl-1H-imidazol-1-yl)-1,2,3,4-tetrahydro-4-quinolinamine di-hydrochloride (for a preparation see intermediate 61) (85 mg, 0.299 mmol) in NMP (2 mL) was treated with DIPEA (0.209 ml, 1.196 mmol), then 6-chloro-3-pyridinecarbonitrile (49.7 mg, 0.359 mmol) and the resulting mixture was heated at 200° C. for 30 min under microwave irradiation, then cooled to room temperature and the solution purified by MDAP to give 6-{[1-acetyl-2-methyl-6-(4-methyl-1H-imidazo...